From a dataset of the Open Reaction Database (ORD), a public repository of structured organic reaction records. describe an organic reaction: reactants, conditions, products, and yield Reactants: CC1=C(C=C(C=C1)C)NC1=C(C=NC=2N1N=CC2C(=O)O)C(=O)N2CCC(CC2)C2=CC=C(C=C2)F (7-(2,5-Dimethylphenylamino)-6-[4-(4-fluorophenyl)piperidine-1-carbonyl]pyrazolo[1,5-a]pyrimidine-3-carboxylic acid), C1(CC1)S(=O)(=O)N (cyclopropanesulfonamide). Yields the product CC1=C(C=C(C=C1)C)NC1=C(C=NC=2N1N=CC2C(=O)NS(=O)(=O)C2CC2)C(=O)N2CCC(CC2)C2=CC=C(C=C2)F (N-{7-(2,5-Dimethylphenylamino)-6-[4-(4-fluorophenyl)piperidine-1-carbonyl]pyrazolo[1,5-a]pyrimidine-3-carbonyl}cyclopropanesulfonamide). Isolated yield 31.3%. RXN SMILES: [CH3:1][C:2]1[CH:7]=[CH:6][C:5]([CH3:8])=[CH:4][C:3]=1[NH:9][C:10]1[N:15]2[N:16]=[CH:17][C:18]([C:19](O)=[O:20])=[C:14]2[N:13]=[CH:12][C:11]=1[C:22]([N:24]1[CH2:29][CH2:28][CH:27]([C:30]2[CH:35]=[CH:34][C:33]([F:36])=[CH:32][CH:31]=2)[CH2:26][CH2:25]1)=[O:23].[CH:37]1([S:40]([NH2:43])(=[O:42])=[O:41])[CH2:39][CH2:38]1>>[CH3:1][C:2]1[CH:7]=[CH:6][C:5]([CH3:8])=[CH:4][C:3]=1[NH:9][C:10]1[N:15]2[N:16]=[CH:17][C:18]([C:19]([NH:43][S:40]([CH:37]3[CH2:39][CH2:38]3)(=[O:42])=[O:41])=[O:20])=[C:14]2[N:13]=[CH:12][C:11]=1[C:22]([N:24]1[CH2:25][CH2:26][CH:27]([C:30]2[CH:35]=[CH:34][C:33]([F:36])=[CH:32][CH:31]=2)[CH2:28][CH2:29]1)=[O:23]. Reported procedure: In the same manner as in Example 1, step 6 and using 7-(2,5-dimethylphenylamino)-6-[4-(4-fluorophenyl)piperidine-1-carbonyl]pyrazolo[1,5-a]pyrimidine-3-carboxylic acid (97 mg, 0.20 mmol) obtained in Example 86, step 2 and cyclopropanesulfonamide (120 mg, 1.00 mmol), the title compound (37 mg, 32%) was obtained. Reactants: CO, COC(=O)C(C)(C)C(C)=O. Product: COC(=O)C(C)(C)C(C)O. Reaction SMILES: [CH3:11][OH:12].[CH3:1][O:2][C:3]([C:4]([C:5]([CH3:6])=[O:7])([CH3:8])[CH3:9])=[O:10]>>[CH3:1][O:2][C:3]([C:4]([CH:5]([CH3:6])[OH:7])([CH3:8])[CH3:9])=[O:10]. Solvent: C(Cl)(Cl)Cl (CHCl3). Reaction SMILES: [CH3:1][C:2]([C:9]1[CH:22]=[CH:21][C:12]([O:13][CH2:14][C@H:15]2[O:19][C:18]([NH2:20])=[N:17][CH2:16]2)=[CH:11][CH:10]=1)([CH3:8])[CH2:3][C:4]([CH3:7])([CH3:6])[CH3:5].[CH2:23]([O:25][C:26](=O)[C:27]#[C:28][CH2:29][O:30]C)C>C(Cl)(Cl)Cl>[CH3:23][O:25][CH2:26][C:27]1[N:17]2[CH2:16][C@@H:15]([CH2:14][O:13][C:12]3[CH:21]=[CH:22][C:9]([C:2]([CH3:1])([CH3:8])[CH2:3][C:4]([CH3:5])([CH3:6])[CH3:7])=[CH:10][CH:11]=3)[O:19][C:18]2=[N:20][C:29](=[O:30])[CH:28]=1. Starting materials: CC(CC(C)(C)C)(C)C1=CC=C(OC[C@@H]2CN=C(O2)N)C=C1 ((S)-5-(4-(1,1,3,3-tetramethyl-butyl) -phenoxymethyl)-4,5-dihydro-oxazol-2-ylamine), C(C)OC(C#CCOC)=O (4-methoxy-but-2-ynoic acid ethyl ester). Procedure details: The title compound was prepared from (S)-5-(4-(1,1,3,3-tetramethyl-butyl) -phenoxymethyl)-4,5-dihydro-oxazol-2-ylamine (see Example 27) and 4-methoxy-but-2-ynoic acid ethyl ester (see Example 106) employing the procedure described in Example 95. [α]D25 −14.80 (c 0.5, CHCl3). Product: COCC1=CC(N=C2N1C[C@H](O2)COC2=CC=C(C=C2)C(CC(C)(C)C)(C)C)=O ((S)-5-Methoxymethyl-2-[4-(1,1,3,3-tetramethyl-butyl) -phenoxymethyl]-2,3-dihydro-oxazolo[3,2-a]pyrimidin-7-one). Reactants: CC(C)(C)[Si](C)(C)OCc1cccc(Nc2nccs2)n1, CCCC[N+](CCCC)(CCCC)CCCC, CCOC(C)=O, [F-], C1CCOC1, C1CCOC1. Product: OCc1cccc(Nc2nccs2)n1. As a reaction SMILES: [C:1]([Si:2]([CH3:3])([CH3:4])[O:6][CH2:7][c:8]1[cH:9][cH:10][cH:11][c:12]([NH:14][c:15]2[s:16][cH:17][cH:18][n:19]2)[n:13]1)([CH3:5])([CH3:20])[CH3:21].[CH2:28]([N+:29]([CH2:30][CH2:31][CH2:32][CH3:33])([CH2:34][CH2:35][CH2:36][CH3:37])[CH2:38][CH2:39][CH2:40][CH3:41])[CH2:42][CH2:43][CH3:44].[CH3:50][CH2:51][O:52][C:53](=[O:54])[CH3:55].[F-:27].[O:22]1[CH2:23][CH2:24][CH2:25][CH2:26]1.[O:45]1[CH2:46][CH2:47][CH2:48][CH2:49]1>>[OH:6][CH2:7][c:8]1[cH:9][cH:10][cH:11][c:12]([NH:14][c:15]2[s:16][cH:17][cH:18][n:19]2)[n:13]1. Reactants: COC(=O)C(=Cc1cc(Br)ccc1F)NC(=O)OC(C)(C)C, CCO, [H][H], C1COCCO1. The product is COC(=O)C(Cc1cc(Br)ccc1F)NC(=O)OC(C)(C)C. As a reaction SMILES: [Br:1][c:2]1[cH:3][cH:4][c:5]([F:22])[c:6]([CH:8]=[C:9]([C:10](=[O:11])[O:12][CH3:13])[NH:14][C:15](=[O:16])[O:17][C:18]([CH3:19])([CH3:20])[CH3:21])[cH:7]1.[CH2:31]([OH:32])[CH3:33].[H:23][H:24].[O:25]1[CH2:26][CH2:27][O:28][CH2:29][CH2:30]1>>[Br:1][c:2]1[cH:3][cH:4][c:5]([F:22])[c:6]([CH2:8][CH:9]([C:10](=[O:11])[O:12][CH3:13])[NH:14][C:15](=[O:16])[O:17][C:18]([CH3:19])([CH3:20])[CH3:21])[cH:7]1. The yield is 70.1%. Run at time 1.5 hour. Reactants: C1(=CC=CC=C1)CC(=O)NC1[C@@H]2N(C(=C(CS2)O)C(=O)OCC2=CC=C(C=C2)[N+](=O)[O-])C1=O (4-Nitrobenzyl 7-(2-phenylacetamido)-3-hydroxy-3-cephem-4-carboxylate), O (water), C([O-])([O-])=O.[K+].[K+] (potassium carbonate), S(=O)(=O)(C)Cl (mesyl chloride). The product is C1(=CC=CC=C1)CC(=O)NC1[C@@H]2N(C(=C(CS2)OS(=O)(=O)C)C(=O)OCC2=CC=C(C=C2)[N+](=O)[O-])C1=O (4-nitrobenzyl 7-(2-phenylacetamido)-3-mesyloxy-3-cephem-4-carboxylate). Reaction SMILES: [C:1]1([CH2:7][C:8]([NH:10][CH:11]2[C:32](=[O:33])[N:13]3[C:14]([C:19]([O:21][CH2:22][C:23]4[CH:28]=[CH:27][C:26]([N+:29]([O-:31])=[O:30])=[CH:25][CH:24]=4)=[O:20])=[C:15]([OH:18])[CH2:16][S:17][C@H:12]23)=[O:9])[CH:6]=[CH:5][CH:4]=[CH:3][CH:2]=1.C(=O)([O-])[O-].[K+].[K+].[S:40](Cl)([CH3:43])(=[O:42])=[O:41].O>CN(C)C=O.O1CCCC1.C(OCC)(=O)C>[C:1]1([CH2:7][C:8]([NH:10][CH:11]2[C:32](=[O:33])[N:13]3[C:14]([C:19]([O:21][CH2:22][C:23]4[CH:24]=[CH:25][C:26]([N+:29]([O-:31])=[O:30])=[CH:27][CH:28]=4)=[O:20])=[C:15]([O:18][S:40]([CH3:43])(=[O:42])=[O:41])[CH2:16][S:17][C@H:12]23)=[O:9])[CH:6]=[CH:5][CH:4]=[CH:3][CH:2]=1 |f:1.2.3|. The solvent is CN(C=O)C (N,N-dimethylformamide), O1CCCC1 (tetrahydrofuran), C(C)(=O)OCC (ethyl acetate). Procedure: 4-Nitrobenzyl 7-(2-phenylacetamido)-3-hydroxy-3-cephem-4-carboxylate (100 g.) was dissolved in a mixture of N,N-dimethylformamide (0.4 l.) and tetrahydrofuran (0.4 l.), and thereto was added potassium carbonate (29 g.). To the mixture was added dropwise mesyl chloride (26.3 g.) at 5° C. with stirring, and the stirring was continued at the same temperature for 1.5 hours. After the reaction mixture was poured into a mixture of water (3 l.) and ethyl acetate (3 l.) the organic layer was separated o... As a reaction SMILES: [C:1]([OH:14])(=[O:13])[C:2]1[CH:12]=[C:9]([O:10][CH3:11])[C:7]([OH:8])=[C:4]([O:5][CH3:6])[CH:3]=1.[C:15](OC(=O)C)(=[O:17])[CH3:16]>N1C=CC=CC=1>[C:15]([O:8][C:7]1[C:9]([O:10][CH3:11])=[CH:12][C:2]([C:1]([OH:14])=[O:13])=[CH:3][C:4]=1[O:5][CH3:6])(=[O:17])[CH3:16]. Run in N1=CC=CC=C1 (pyridine). The reactants are C(C1=CC(OC)=C(O)C(OC)=C1)(=O)O (syringic acid), C(C)(=O)OC(C)=O (acetic anhydride). Yields the product C(C)(=O)OC1=C(C=C(C(=O)O)C=C1OC)OC (4-acetoxy-3,5-dimethoxy-benzoic acid). Isolated yield 94.6%. Procedure: In a 100 ml flask, under a nitrogen atmosphere, 1.50 g (7.57 mmoles) of syringic acid is dissolved in 15 ml of dry pyridine. 0.86 ml (9.08 mmoles) of acetic anhydride is added dropwise and the mixture is agitated at ambient temperature for 18 hours. The pyridine is evaporated off under reduced pressure, the residue is taken up in 25 ml of dichloromethane and washed with 10 ml of a molar solution of HCl then with 2×10 ml of water. The organic phase is dried over sodium sulphate, filtered and evap... Reaction conditions: time 18 hour. Reactants: Cl.C1(=CC=CC=C1)C1(CCNCC1)COC(CO)C1=CC(=CC(=C1)C(F)(F)F)C(F)(F)F (4-Phenyl-4-((1-(3,5-bis(trifluoromethyl)phenyl)-2-hydroxyethoxy) methyl)piperidine Hydrochloride), C1(CC1)CBr (cyclopropyl methyl bromide). Product: Cl.C1(=CC=CC=C1)C1(CCNCC1)COC(COCC1CC1)C1=CC(=CC(=C1)C(F)(F)F)C(F)(F)F (4-Phenyl-4-((1-(3,5-bis(trifluoromethyl)phenyl)-2-cyclopropylmethoxyethoxy) methyl)piperidine Hydrochloride). Reaction SMILES: [ClH:1].[C:2]1([C:8]2([CH2:14][O:15][CH:16]([C:19]3[CH:24]=[C:23]([C:25]([F:28])([F:27])[F:26])[CH:22]=[C:21]([C:29]([F:32])([F:31])[F:30])[CH:20]=3)[CH2:17][OH:18])[CH2:13][CH2:12][NH:11][CH2:10][CH2:9]2)[CH:7]=[CH:6][CH:5]=[CH:4][CH:3]=1.[CH:33]1([CH2:36]Br)[CH2:35][CH2:34]1>>[ClH:1].[C:2]1([C:8]2([CH2:14][O:15][CH:16]([C:19]3[CH:24]=[C:23]([C:25]([F:26])([F:27])[F:28])[CH:22]=[C:21]([C:29]([F:32])([F:30])[F:31])[CH:20]=3)[CH2:17][O:18][CH2:36][CH:33]3[CH2:35][CH2:34]3)[CH2:13][CH2:12][NH:11][CH2:10][CH2:9]2)[CH:3]=[CH:4][CH:5]=[CH:6][CH:7]=1 |f:0.1,3.4|. Reported procedure: This was prepared in a similar manner to Example 2 using the compound of Example 1 (d) and cyclopropyl methyl bromide. 1H NMR (360MHz, d6 -DMSO) δ 7.91 (1H, s), 7.66 (2H, s), 7.35-7.19 (5H, m), 4.58 (1H, t, J=4.7 Hz), 3.50-3.06 (6H, m), 2.76-2.61 (2H, m), 2.33-2.17 (2H, m), 2.08-1.94 (2H, m), 0.84-0.77 (1H, m), 0.36-0.30 (2H, m), 0.01-0.06 (2H, m). MS (Cl+) 502 (M+H)+.